From a dataset of the Open Reaction Database (ORD), a public repository of structured organic reaction records. describe an organic reaction: reactants, conditions, products, and yield The reactants are C1(=CC=CC=C1)N1C=NC2=C(C1=O)SC=C2C2=CC=CC=C2 (3,7-Diphenylthieno[3,2-d]pyrimidin-4(3H)-one), NC1=C(SC=C1C1=C(C=CC=C1)Cl)C(=O)OC (methyl 3-amino-4-(2-chlorophenyl)thiophene-2-carboxylate), C(OCC)(OCC)OCC (triethyl orthoformate), ClC1=CC=C(N)C=C1 (4-chloroaniline). The solvent is C(C)(=O)O (acetic acid). Yields the product ClC1=C(C=CC=C1)C1=CSC2=C1N=CN(C2=O)C2=CC=C(C=C2)Cl (7-(2-Chlorophenyl)-3-(4-chlorophenyl)thieno[3,2-d]pyrimidin-4(3H)-one). Yield: 23.0%. Reaction SMILES: [C:1]1([N:7]2[C:12](=O)C3SC=C(C4C=CC=CC=4)C=3N=C2)[CH:6]=[CH:5][CH:4]=[CH:3][CH:2]=1.[NH2:23][C:24]1[C:28]([C:29]2[CH:34]=[CH:33][CH:32]=[CH:31][C:30]=2[Cl:35])=[CH:27][S:26][C:25]=1[C:36]([O:38]C)=O.C(OCC)(OCC)OCC.[Cl:50]C1C=CC(N)=CC=1>C(O)(=O)C>[Cl:35][C:30]1[CH:31]=[CH:32][CH:33]=[CH:34][C:29]=1[C:28]1[C:24]2[N:23]=[CH:12][N:7]([C:1]3[CH:6]=[CH:5][C:4]([Cl:50])=[CH:3][CH:2]=3)[C:36](=[O:38])[C:25]=2[S:26][CH:27]=1. Reported procedure: In the same manner as the synthesis of Compound 1, methyl 3-amino-4-(2-chlorophenyl)thiophene-2-carboxylate (100 mg, 0.373 mmol), triethyl orthoformate (2 ml), 4-chloroaniline (88.5 mg, 0.70 mmol), and acetic acid (0.1 ml) were used to give 31.3 mg (0.084 mmol, 23% yield) of the title compound.